The task is: describe an organic reaction: reactants, conditions, products, and yield. This data is from the Open Reaction Database (ORD), a public repository of structured organic reaction records. The reactants are BrC=1C=C(N)C=CC1 (3-bromoaniline), CC(C)(C#C)O (2-methyl-3-butyn-2-ol), [N+](=O)([O-])C=1C=C(C=O)C=CC1 (3-nitrobenzaldehyde), C1(=CC=CC=C1)P(C1=CC=CC=C1)C1=CC=CC=C1 (triphenylphosphine). Reagents/catalysts: Cl[Pd]([P](C1=CC=CC=C1)(C2=CC=CC=C2)C3=CC=CC=C3)([P](C4=CC=CC=C4)(C5=CC=CC=C5)C6=CC=CC=C6)Cl (dichlorobis(triphenyl-phosphine)palladium). Solvent: C(C)N(CC)CC (triethylamine). Conditions: temperature 80 celsius. Product: CC(O)C.NC=1C=C(C=CC1)C#C (3-aminophenylacetylene dimethylcarbinol). Reaction SMILES: Br[C:2]1[CH:3]=[C:4]([CH:6]=[CH:7][CH:8]=1)[NH2:5].[CH3:9][C:10]([OH:14])(C#C)[CH3:11].[N+]([C:18]1C=C(C=C[CH:25]=1)C=O)([O-])=O.C1(P(C2C=CC=CC=2)C2C=CC=CC=2)C=CC=CC=1>Cl[Pd](Cl)([P](C1C=CC=CC=1)(C1C=CC=CC=1)C1C=CC=CC=1)[P](C1C=CC=CC=1)(C1C=CC=CC=1)C1C=CC=CC=1.C(N(CC)CC)C>[CH3:9][CH:10]([CH3:11])[OH:14].[NH2:5][C:4]1[CH:3]=[C:2]([C:18]#[CH:25])[CH:8]=[CH:7][CH:6]=1 |f:6.7,^1:47,66|. Procedure: A mixture of 3-bromoaniline (1.72 g, 10 mmol), 2-methyl-3-butyn-2-ol (1.1 g, 13 mmol), 3-nitrobenzaldehyde (0.5 g, 3.3 mmol), triethylamine (5 g), dichlorobis(triphenyl-phosphine)palladium (15 mg) and triphenylphosphine (80 mg) was deaerated by bubbling nitrogen. The reaction mixture was heated to 80° C. and treated with CuI (10 mg). After 7 hr at reflux thin-layer chromatography showed nearly complete conversion of the 3-bromoaniline to a mixture of 3-aminophenylacetylene dimethylcarbinol and N... The reactants are C(=O)([O-])[O-].[Na+].[Na+] (Na2CO3), N[C@@H](CCCC)C(=O)O (L-norleucine), C(C)(=O)OC(C)(C)C (t-butyl acetate), HClO4. Reaction conditions: temperature 20 celsius. Yields the product CC(C)(C)OC([C@@H](N)CCCC)=O (L-Norleucine 1,1-dimethylethyl ester). Yield: 76.4%. As a reaction SMILES: [NH2:1][C@H:2]([C:7]([OH:9])=[O:8])[CH2:3][CH2:4][CH2:5][CH3:6].C(O[C:14]([CH3:17])([CH3:16])[CH3:15])(=O)C.C([O-])([O-])=O.[Na+].[Na+]>>[CH3:15][C:14]([O:8][C:7](=[O:9])[C@H:2]([CH2:3][CH2:4][CH2:5][CH3:6])[NH2:1])([CH3:17])[CH3:16] |f:2.3.4|. Procedure details: To a suspension of L-norleucine (commercial product) (13.1 g; 0.1 mol) in t-butyl acetate (600 mL; 4.45 mol) maintained at 20° C., 70% aq. HClO4 (10.3 mL; 0.12 mol) was added in 10 min. The reaction was maintained at r.t. for 7 h. Saturated aq. Na2CO3 was slowly added until pH 9 was reached and the organic phase was separated and concentrated. The oily residue was dissolved in Et2O (250 mL) and extracted with 1N HCl (120 mL). The aqueous phase was basified to pH 10 with 1 N NaOH and extracted wi... Reported procedure: Using the procedure of Example 1, cyanoacetate acid (85.5 g; 1.00 mol) and isoamyl alcohol (176 g; 2 mol) are reacted in the presence of sulfuric acid (0.49 g; 0.005 mol). Isoamyl cyanoacetate (bp 133/20 mm of Hg) is recovered as a clear liquid. The yield was 150 g (97% of theoretical) and its purity was >99% (GC assay). Reaction SMILES: [C:1]([CH2:3][C:4]([O-:6])=[O:5])#[N:2].[CH2:7](O)[CH2:8][CH:9]([CH3:11])[CH3:10].S(=O)(=O)(O)O>>[C:1]([CH2:3][C:4]([O:6][CH2:7][CH2:8][CH:9]([CH3:11])[CH3:10])=[O:5])#[N:2]. The reactants are C(#N)CC(=O)[O-] (cyanoacetate), C(CC(C)C)O (isoamyl alcohol), S(O)(O)(=O)=O (sulfuric acid). Product: C(#N)CC(=O)OCCC(C)C (Isoamyl Cyanoacetate). Reactants: ester, CCN(C(C)C)C(C)C (DIPEA), [B-](F)(F)(F)F.CN(C)C(=[N+](C)C)ON1C(=O)CCC1=O (TSTU), Cl.NC1C2CC3CC(CC1C3)C2 (2-aminoadamantane hydrochloride), ClC1=C(C(=NN1C)C(F)(F)F)C(=O)O (5-Chloro-1-methyl-3-trifluoromethyl-1H-pyrazole-4-carboxylic acid). Run in O (water), ClCCl (dichloromethane), CN(C)C=O (DMF). Reaction conditions: time 1 hour. Product: C12C(C3CC(CC(C1)C3)C2)NC(=O)C=2C(=NN(C2Cl)C)C(F)(F)F (5-chloro-1-methyl-3-trifluoromethyl-1H-pyrazole-4-carboxylic acid adamantan-2-ylamide). Isolated yield 38.0%. RXN SMILES: [Cl:1][C:2]1[N:6]([CH3:7])[N:5]=[C:4]([C:8]([F:11])([F:10])[F:9])[C:3]=1[C:12]([OH:14])=O.CCN(C(C)C)C(C)C.[B-](F)(F)(F)F.CN(C(ON1C(=O)CCC1=O)=[N+](C)C)C.Cl.[NH2:45][CH:46]1[CH:53]2[CH2:54][CH:49]3[CH2:50][CH:51]([CH2:55][CH:47]1[CH2:48]3)[CH2:52]2>ClCCl.CN(C=O)C.O>[CH:47]12[CH2:55][CH:51]3[CH2:50][CH:49]([CH2:54][CH:53]([CH2:52]3)[CH:46]1[NH:45][C:12]([C:3]1[C:4]([C:8]([F:11])([F:10])[F:9])=[N:5][N:6]([CH3:7])[C:2]=1[Cl:1])=[O:14])[CH2:48]2 |f:2.3,4.5|. Reported procedure: 5-Chloro-1-methyl-3-trifluoromethyl-1H-pyrazole-4-carboxylic acid (91 mg, 0.4 mmol, CAS#: 128455-63-0, purchased from Maybridge) was dissolved in a mixture of dry dichloromethane (3.2 mL) and dry DMF (0.8 mL). DIPEA (0.28 mL, 1.6 mmol) and TSTU (145 mg, 0.44 mmol) were added to the above mixture. After the mixture was stirred for 1 h, the appearance of active ester was detected by LC-MS. Then 2-aminoadamantane hydrochloride (75 mg, 0.4 mmol) was added. After another 2 hours water was added and t... Starting materials: O=C1Nc2ccc(O)cc2CN1C1CCN(Cc2ccccc2)CC1, CO. The product is O=C1Nc2ccc(O)cc2CN1C1CCNCC1. RXN SMILES: [CH2:1]([c:2]1[cH:3][cH:4][cH:5][cH:6][cH:7]1)[N:8]1[CH2:9][CH2:10][CH:11]([N:14]2[C:15](=[O:25])[NH:16][c:17]3[cH:18][cH:19][c:20]([OH:24])[cH:21][c:22]3[CH2:23]2)[CH2:12][CH2:13]1.[CH3:26][OH:27]>>[NH:8]1[CH2:9][CH2:10][CH:11]([N:14]2[C:15](=[O:25])[NH:16][c:17]3[cH:18][cH:19][c:20]([OH:24])[cH:21][c:22]3[CH2:23]2)[CH2:12][CH2:13]1.